Dataset: the Open Reaction Database (ORD), a public repository of structured organic reaction records. Task: describe an organic reaction: reactants, conditions, products, and yield Procedure details: 8-Oxo-5,6,7,8-tetrahydroimidazo[1,2-a]pyrazine hydrochloride (87 mg, 0.53 mmol), prepared as described in Example 25, was reacted with 5′-bromo-4,2′-difluorobiphenyl-2-carbonitrile (prepared as described in WO 02/074773, 204 mg, 1.3 mol eq) in DMA (2 ml) in the presence of potassium acetate (280 mg, 1.5 mol eq), palladium acetate (6 mg, 5 mol %) and triphenylphosphine (7 mg, 5 mol %). After bubbling nitrogen through the reaction mixture for 10 min, the temperature was raised to 130° C. and heati... The yield is 68.3%. As a reaction SMILES: Cl.[O:2]=[C:3]1[NH:8][CH2:7][CH2:6][N:5]2[CH:9]=[CH:10][N:11]=[C:4]12.Br[C:13]1[CH:14]=[CH:15][C:16]([F:28])=[C:17]([C:19]2[C:20]([C:26]#[N:27])=[CH:21][C:22]([F:25])=[CH:23][CH:24]=2)[CH:18]=1.C([O-])(=O)C.[K+]>CC(N(C)C)=O.C([O-])(=O)C.[Pd+2].C([O-])(=O)C.C1(P(C2C=CC=CC=2)C2C=CC=CC=2)C=CC=CC=1>[F:25][C:22]1[CH:21]=[C:20]([C:26]#[N:27])[C:19]([C:17]2[CH:18]=[C:13]([C:9]3[N:5]4[CH:6]=[CH:7][NH:8][C:3](=[O:2])[C:4]4=[N:11][CH:10]=3)[CH:14]=[CH:15][C:16]=2[F:28])=[CH:24][CH:23]=1 |f:0.1,3.4,6.7.8|. Starting materials: Cl.O=C1C=2N(CCN1)C=CN2 (8-Oxo-5,6,7,8-tetrahydroimidazo[1,2-a]pyrazine hydrochloride), BrC=1C=CC(=C(C1)C=1C(=CC(=CC1)F)C#N)F (5′-bromo-4,2′-difluorobiphenyl-2-carbonitrile), C(C)(=O)[O-].[K+] (potassium acetate). The solvent is CC(=O)N(C)C (DMA). Conditions: temperature 130 celsius, time 3 hour. Product: FC=1C=C(C(=CC1)C1=C(C=CC(=C1)C1=CN=C2N1C=CNC2=O)F)C#N (4,2′-difluoro-5′-(8-oxo-7,8-dihydroimidazo[1,2-a]pyrazin-3-yl)biphenyl-2-carbonitrile). Reagents/catalysts: C(C)(=O)[O-].[Pd+2].C(C)(=O)[O-] (palladium acetate), C1(=CC=CC=C1)P(C1=CC=CC=C1)C1=CC=CC=C1 (triphenylphosphine). Starting materials: CC(C)N(C)CC=CC(=O)O, Fc1ccc(Nc2ncnc3oc4c(c23)CCNC4)cc1Cl, Cl. Yields the product CC(C)N(C)CC=CC(=O)N1CCc2c(oc3ncnc(Nc4ccc(F)c(Cl)c4)c23)C1. Reaction SMILES: [CH3:24][N:25]([CH2:26][CH:27]=[CH:28][C:29](=[O:30])[OH:31])[CH:32]([CH3:33])[CH3:34].[Cl:1][c:2]1[cH:3][c:4]([NH:9][c:10]2[c:11]3[c:12]([n:13][cH:14][n:15]2)[o:16][c:17]2[c:18]3[CH2:19][CH2:20][NH:21][CH2:22]2)[cH:5][cH:6][c:7]1[F:8].[ClH:23]>>[Cl:1][c:2]1[cH:3][c:4]([NH:9][c:10]2[c:11]3[c:12]([n:13][cH:14][n:15]2)[o:16][c:17]2[c:18]3[CH2:19][CH2:20][N:21]([C:29]([CH:28]=[CH:27][CH2:26][N:25]([CH3:24])[CH:32]([CH3:33])[CH3:34])=[O:30])[CH2:22]2)[cH:5][cH:6][c:7]1[F:8]. Reactants: O=S1(OC2=C(C=N1)C=C(C=C2Cl)C(C)(C)C)=O (2,2-dioxo-6-(1,1-dimethylethyl)-8-chloro-1,2,3-benzoxathiazine), O=S1(OC2=C(C=N1)C=CC=C2)=O (2,2-dioxo-1,2,3-benzoxathiazine). The product is O=S1(OC2=C(CN1)C=CC=C2)=O (2,2-Dioxo-3,4-dihydro-1,2,3-benzoxathiazine). RXN SMILES: [O:1]=[S:2]1(=[O:17])[N:7]=[CH:6][C:5]2[CH:8]=[C:9](C(C)(C)C)[CH:10]=[C:11](Cl)[C:4]=2[O:3]1.O=S1(=O)N=CC2C=CC=CC=2O1>>[O:17]=[S:2]1(=[O:1])[NH:7][CH2:6][C:5]2[CH:8]=[CH:9][CH:10]=[CH:11][C:4]=2[O:3]1. Procedure details: This compound is prepared by essentially the same method as described in Example 9 except that the 2,2-dioxo-6-(1,1-dimethylethyl)-8-chloro-1,2,3-benzoxathiazine is replaced by 2,2-dioxo-1,2,3-benzoxathiazine. The following reagents are employed: Reactants: ClCC(=O)Cl (chloroacetyl chloride), C(C1=CC=CC=C1)OC1=CC=C2C=CNC2=C1 (6-(Benzyloxy)indole), C(C)OCC.O (diethyl ether water). Solvent: O1CCOCC1 (dioxane), O1CCOCC1 (dioxane), N1=CC=CC=C1 (pyridine). Product: ClCC(=O)C1=CNC2=CC(=CC=C12)OCC1=CC=CC=C1 (3-chloroacetyl-6-(benzyloxy)indole). The yield is 47.0%. RXN SMILES: [CH2:1]([O:8][C:9]1[CH:17]=[C:16]2[C:12]([CH:13]=[CH:14][NH:15]2)=[CH:11][CH:10]=1)[C:2]1[CH:7]=[CH:6][CH:5]=[CH:4][CH:3]=1.[Cl:18][CH2:19][C:20](Cl)=[O:21].C(OCC)C.O>O1CCOCC1.N1C=CC=CC=1>[Cl:18][CH2:19][C:20]([C:13]1[C:12]2[C:16](=[CH:17][C:9]([O:8][CH2:1][C:2]3[CH:3]=[CH:4][CH:5]=[CH:6][CH:7]=3)=[CH:10][CH:11]=2)[NH:15][CH:14]=1)=[O:21] |f:2.3|. Procedure: 6-(Benzyloxy)indole dissolved in a mixture of dioxane and pyridine was stirred at 60 C. under nitrogen while chloroacetyl chloride in dioxane was added dropwise during 1 hr. The reaction mixture was then stirred for another 0.5 hr. and poured into diethyl ether-water. The precipitate was collected by filtration and washed thoroughly with cold diethyl ether to yield 47% of 11 as an orange solid. Reactants: [Al+3], ClCCl, COc1cc(C)cc(C)c1C, [Cl-], [Cl-], [Cl-], [Cl-], O=C(O)c1ncc([N+](=O)[O-])s1. Product: COc1cc(C)c(C(=O)c2ncc([N+](=O)[O-])s2)c(C)c1C. RXN SMILES: [Al+3:25].[CH2:28]([Cl:29])[Cl:30].[CH3:13][c:14]1[c:15]([O:22][CH3:23])[cH:16][c:17]([CH3:21])[cH:18][c:19]1[CH3:20].[Cl-:1].[Cl-:24].[Cl-:26].[Cl-:27].[N+:2](=[O:3])([O-:4])[c:5]1[cH:6][n:7][c:8]([C:10](=[O:11])[OH:12])[s:9]1>>[N+:2](=[O:3])([O-:4])[c:5]1[cH:6][n:7][c:8]([C:10](=[O:12])[c:18]2[c:17]([CH3:21])[cH:16][c:15]([O:22][CH3:23])[c:14]([CH3:13])[c:19]2[CH3:20])[s:9]1. Reaction SMILES: [N+:1]([C:4]1[CH:11]=[CH:10][C:7]([CH2:8]Cl)=[CH:6][CH:5]=1)([O-:3])=[O:2].[CH2:12]([CH:19]([C:25]([O:27][CH2:28][CH3:29])=[O:26])[C:20]([O:22][CH2:23][CH3:24])=[O:21])[C:13]1[CH:18]=[CH:17][CH:16]=[CH:15][CH:14]=1>CN(C)C=O>[CH2:12]([C:19]([CH2:8][C:7]1[CH:10]=[CH:11][C:4]([N+:1]([O-:3])=[O:2])=[CH:5][CH:6]=1)([C:20]([O:22][CH2:23][CH3:24])=[O:21])[C:25]([O:27][CH2:28][CH3:29])=[O:26])[C:13]1[CH:18]=[CH:17][CH:16]=[CH:15][CH:14]=1. Yields the product C(C1=CC=CC=C1)C(C(=O)OCC)(C(=O)OCC)CC1=CC=C(C=C1)[N+](=O)[O-] (diethyl benzyl-4-nitrobenzylmalonate). Reaction conditions: time 2 day. The yield is 71.2%. Solvent: CN(C=O)C (N,N-dimethylformamide). Procedure details: To a stirred solution of p-nitrobenzyl chloride (15 g) and diethyl benzylmalonate (22 g) in N,N-dimethylformamide (150 ml) was added Nail (60% in oil, 3.8 g). After stirring at room temperature for 2 days, the reaction mixture was concentrated under reduced pressure and the residue was suspended in ethyl acetate. The ethyl acetate layer was washed with aqueous citric acid solution, water, saturated aqueous sodium hydrogen carbonate solution and brine, and dried (MgSO4). The organic solvent was e... Reactants: [N+](=O)([O-])C1=CC=C(CCl)C=C1 (p-nitrobenzyl chloride), C(C1=CC=CC=C1)C(C(=O)OCC)C(=O)OCC (diethyl benzylmalonate). Reactants: [BH4-].[Na+] (sodium borohydride), Cl.FC=1C=C2C[C@H](COC2=C(C1)F)N ((R)-6,8-difluorochroman-3-ylamine hydrochloride), [Si](C)(C)(C(C)(C)C)OCC(CCCN1C(C2=CC=CC=C2C1=O)=O)=O (2-[5-(tert-Butyldimethylsilanyloxy)-4-oxopentyl]isoindole-1,3-dione), [S-]C#N.[K+] (potassium thiocyanate). Run in O (Water), C(C)(=O)OCC (ethyl acetate), C(C)(=O)O (acetic acid), O (water), C(C)(=O)O (Acetic acid). Conditions: time 1.5 hour. The product is Cl.NCCCC1=CNC(N1[C@H]1COC2=C(C=C(C=C2C1)F)F)=S ((R)-5-(3-aminopropyl)-1-(6,8-difluorochroman-3-yl)-1,3-dihydroimidazole-2-thione hydrochloride). RXN SMILES: [ClH:1].[F:2][C:3]1[CH:4]=[C:5]2[C:10](=[C:11]([F:13])[CH:12]=1)[O:9][CH2:8][C@H:7]([NH2:14])[CH2:6]2.[Si](O[CH2:23][C:24](=O)[CH2:25][CH2:26][CH2:27][N:28]1C(=O)C2C(=CC=CC=2)C1=O)(C(C)(C)C)(C)C.[S-:40][C:41]#[N:42].[K+].[BH4-].[Na+]>C(OCC)(=O)C.C(O)(=O)C.O>[ClH:1].[NH2:28][CH2:27][CH2:26][CH2:25][C:24]1[N:14]([C@@H:7]2[CH2:6][C:5]3[C:10](=[C:11]([F:13])[CH:12]=[C:3]([F:2])[CH:4]=3)[O:9][CH2:8]2)[C:41](=[S:40])[NH:42][CH:23]=1 |f:0.1,3.4,5.6,10.11|. Procedure: A stirred mixture of (R)-6,8-difluorochroman-3-ylamine hydrochloride (0.11 g, 0.50 mmol), 2-[5-(tert-Butyldimethylsilanyloxy)-4-oxopentyl]isoindole-1,3-dione (0.19 g, 0.55 mmol), potassium thiocyanate (0.055 g, 0.55 mmol), water (0.009 g, 0.50 mmol) and acetic acid (0.15 mL, 2.5 mmol) in ethyl acetate (1.5 mL) was refluxed for 7 hours, cooled to the room temperature, washed by sodium bicarbonate solution, dried over anhydrous magnesium sulphate and evaporated in vacuo. The residue was purified b... The reactants are C(C)OC(C(C1=CC=C(C=C1)OCCCCC(=O)C1=CC(=C(C(=C1)C(C)(C)C)O)C(C)(C)C)=O)=O (4-[5-[3,5-bis(1,1-dimethylethyl)-4-hydroxyphenyl]-5-oxopentyloxy]-alpha-oxobenzeneacetic acid ethyl ester), [OH-].[Na+] (sodium hydroxide). The solvent is CO (methanol). Run at time 75 minute. Product: CC(C)(C)C=1C=C(C=C(C1O)C(C)(C)C)C(CCCCOC1=CC=C(C=C1)C(C(=O)O)=O)=O (4-[5-[3,5-bis(1,1-dimethylethyl)-4-hydroxyphenyl]-5-oxopentyloxy]-alpha-oxobenzeneacetic acid). The yield is 92.9%. Reaction SMILES: C([O:3][C:4](=[O:35])[C:5](=[O:34])[C:6]1[CH:11]=[CH:10][C:9]([O:12][CH2:13][CH2:14][CH2:15][CH2:16][C:17]([C:19]2[CH:24]=[C:23]([C:25]([CH3:28])([CH3:27])[CH3:26])[C:22]([OH:29])=[C:21]([C:30]([CH3:33])([CH3:32])[CH3:31])[CH:20]=2)=[O:18])=[CH:8][CH:7]=1)C.[OH-].[Na+]>CO>[CH3:28][C:25]([C:23]1[CH:24]=[C:19]([C:17](=[O:18])[CH2:16][CH2:15][CH2:14][CH2:13][O:12][C:9]2[CH:8]=[CH:7][C:6]([C:5](=[O:34])[C:4]([OH:35])=[O:3])=[CH:11][CH:10]=2)[CH:20]=[C:21]([C:30]([CH3:31])([CH3:32])[CH3:33])[C:22]=1[OH:29])([CH3:26])[CH3:27] |f:1.2|. Reported procedure: As in example 10, a solution of 4-[5-[3,5-bis(1,1-dimethylethyl)-4-hydroxyphenyl]-5-oxopentyloxy]-alpha-oxobenzeneacetic acid ethyl ester (0.8 g) in hot methanol (80 mL) was treated with 2N sodium hydroxide (1.75 mL) was stirred at room temperature for 75 minutes. The methanol was removed in vacuo, then the mixture was acidified with 3N hydrochloric acid and extracted with dichloromethane-tetrahydrofuran (2:1). The dried (MgSO4) extracts were evaporated and the solid residue was triturated from ...